From a dataset of the Open Reaction Database (ORD), a public repository of structured organic reaction records. describe an organic reaction: reactants, conditions, products, and yield Starting materials: C1(=CC=CC=C1)O (phenol), O.C(CC(O)(C(=O)O)CC(=O)O)(=O)O (citrate), Cl.[OH-].[Na+] (HCl NaOH), Cl.[OH-].[Na+] (HCl NaOH), solution II, LysB29Nε-hexadecandioyl-γ-Glu, solution II. The reagents and catalysts are C(C)(=O)[O-].[Zn+2].C(C)(=O)[O-] (zinc acetate). Run in OCC(O)CO (glycerol). The product is C1(=CC=CC=C1)O (phenol), C1=C(C=CC=C1O)C (m-cresol), [Na+].[Cl-] (NaCl), O.C(CC(O)(C(=O)O)CC(=O)O)(=O)O (citrate). RXN SMILES: [ClH:1].[OH-].[Na+:3].[C:4]1([OH:10])[CH:9]=[CH:8][CH:7]=[CH:6][CH:5]=1.O.[C:12]([OH:24])(=[O:23])[CH2:13][C:14]([CH2:19][C:20]([OH:22])=[O:21])([C:16]([OH:18])=[O:17])[OH:15]>C([O-])(=O)C.[Zn+2].C([O-])(=O)C.OCC(CO)O>[C:4]1([OH:10])[CH:9]=[CH:8][CH:7]=[CH:6][CH:5]=1.[CH:13]1[C:12]([OH:24])=[CH:4][CH:20]=[CH:19][C:14]=1[CH3:16].[Na+:3].[Cl-:1].[OH2:15].[C:12]([OH:24])(=[O:23])[CH2:13][C:14]([CH2:19][C:20]([OH:22])=[O:21])([C:16]([OH:18])=[O:17])[OH:15] |f:0.1.2,4.5,6.7.8,12.13,14.15|. Reported procedure: An aqueous solution (Stock solution I) of phenol, m-cresol, glycerol and NaCl was prepared together with an aqueous solution (Stock solution II) of LysB29Nε-hexadecandioyl-γ-Glu desB30 human insulin. An aqueous solution (Stock solution III) of citrate (citric acid, monohydrate) was prepared and pH was adjusted to 7.4 using diluted HCl/NaOH. A fraction of Stock solution I was mixed with variable amounts of Stock solution III and a fraction of Stock solution II was added and pH was adjusted to abo... Reactants: COC(C(=O)Cl)=O (methylchlorooxoacetate), C1(CCCCC1)CN1C=C(C2=CC=CC(=C12)OC)C(C#N)=O ((1-cyclohexylmethyl-7-methoxy-1H-indol-3-yl)-oxoacetonitrile), C(C)N(C(C)C)C(C)C (N-ethyldiisopropylamine). Reagents/catalysts: [Pd] (palladium on charcoal). The solvent is C(C)(=O)O (acetic acid), ClCCl (dichloromethane). Conditions: time 14 hour. Yields the product COC(C(=O)NCC(=O)C1=CN(C2=C(C=CC=C12)OC)CC1CCCCC1)=O (N-[(1-cyclohexylmethyl-7-methoxy-1H-indol-3-yl)-2-oxo-ethyl]oxalamic acid methyl ester). Isolated yield 45.0%. RXN SMILES: [CH:1]1([CH2:7][N:8]2[C:16]3[C:11](=[CH:12][CH:13]=[CH:14][C:15]=3[O:17][CH3:18])[C:10]([C:19](=[O:22])[C:20]#[N:21])=[CH:9]2)[CH2:6][CH2:5][CH2:4][CH2:3][CH2:2]1.[CH3:23][O:24][C:25](=[O:29])[C:26](Cl)=[O:27].C(N(C(C)C)C(C)C)C>C(O)(=O)C.[Pd].ClCCl>[CH3:23][O:24][C:25](=[O:29])[C:26]([NH:21][CH2:20][C:19]([C:10]1[C:11]2[C:16](=[C:15]([O:17][CH3:18])[CH:14]=[CH:13][CH:12]=2)[N:8]([CH2:7][CH:1]2[CH2:2][CH2:3][CH2:4][CH2:5][CH2:6]2)[CH:9]=1)=[O:22])=[O:27]. Procedure details: To a solution of (1-cyclohexylmethyl-7-methoxy-1H-indol-3-yl)-oxoacetonitrile (975 mg, 3.29 mmol) in acetic acid (40 ml) under nitrogen was added 10% palladium on charcoal (90 mg). The reaction was placed under a hydrogen atmosphere and stirred for 14 h. The reaction mixture was then filtered through a pad of dicalite. The dicalite was washed with acetic acid and the combined filtrate evaporated to leave a red oil. The red oil was taken up in dichloromethane (50 ml) and to this was added methylc... Starting materials: CN(C)C(=O)Sc1c(Cl)ccc2c1CCN(C(=O)OC(C)(C)C)CC2, CN(C)C(=O)Sc1c(Cl)cc(Cl)c2c1CCN(C(=O)OC(C)(C)C)CC2, CO, [Cl-], CC(C)OCCI, [K+], [NH4+], [OH-]. Yields the product CC(C)OCCSc1c(Cl)ccc2c1CCN(C(=O)OC(C)(C)C)CC2. Reaction SMILES: [C:1]([CH3:2])([CH3:3])([CH3:4])[O:5][C:6](=[O:7])[N:8]1[CH2:9][CH2:10][c:11]2[c:12]([c:15]([S:20][C:21](=[O:22])[N:23]([CH3:24])[CH3:25])[c:16]([Cl:19])[cH:17][cH:18]2)[CH2:13][CH2:14]1.[C:26]([O:27][C:28]([N:29]1[CH2:30][CH2:31][c:32]2[c:33]([S:34][C:35](=[O:36])[N:37]([CH3:38])[CH3:39])[c:40]([Cl:41])[cH:42][c:43]([Cl:44])[c:45]2[CH2:46][CH2:47]1)=[O:48])([CH3:49])([CH3:50])[CH3:51].[CH3:61][OH:62].[Cl-:63].[I:54][CH2:55][CH2:56][O:57][CH:58]([CH3:59])[CH3:60].[K+:53].[NH4+:64].[OH-:52]>>[C:1]([CH3:2])([CH3:3])([CH3:4])[O:5][C:6](=[O:7])[N:8]1[CH2:9][CH2:10][c:11]2[c:12]([c:15]([S:20][CH2:55][CH2:56][O:57][CH:58]([CH3:59])[CH3:60])[c:16]([Cl:19])[cH:17][cH:18]2)[CH2:13][CH2:14]1.